From a dataset of the Open Reaction Database (ORD), a public repository of structured organic reaction records. describe an organic reaction: reactants, conditions, products, and yield Reactants: N (Ammonia), [NH4+].[OH-] (NH4OH), [OH-].[Na+] (NaOH), FC1=C(C=C(C#N)C=C1)C1=NN=C2N1C=C(C=C2)C2=C(N=C1OC=CN12)C1=CC=C(C=C1)F (4-fluoro-3-{6-[6-(4-fluorophenyl)-imidazo[2,1-b]oxazol-5-yl]-[1,2,4]triazolo[4,3-a]pyridin-3-yl}-benzonitrile). Solvent: O (water). Run at temperature 65 celsius, time 8 hour. Yields the product FC1=C(C=C(C(=O)O)C=C1)C1=NN=C2N1C=C(C=C2)C2=C(N=C1OC=CN12)C1=CC=C(C=C1)F (4-Fluoro-3-(6-(6-(4-fluorophenyl)imidazo[2,1-b]oxazol-5-yl)-[1,2,4]triazolo[4,3-a]pyridin-3-yl)benzoic acid). Yield: 24.4%. RXN SMILES: [F:1][C:2]1[CH:9]=[CH:8][C:5]([C:6]#N)=[CH:4][C:3]=1[C:10]1[N:14]2[CH:15]=[C:16]([C:19]3[N:26]4[C:22]([O:23][CH:24]=[CH:25]4)=[N:21][C:20]=3[C:27]3[CH:32]=[CH:31][C:30]([F:33])=[CH:29][CH:28]=3)[CH:17]=[CH:18][C:13]2=[N:12][N:11]=1.[NH4+].[OH-:35].[OH-:36].[Na+].N>O>[F:1][C:2]1[CH:9]=[CH:8][C:5]([C:6]([OH:36])=[O:35])=[CH:4][C:3]=1[C:10]1[N:14]2[CH:15]=[C:16]([C:19]3[N:26]4[C:22]([O:23][CH:24]=[CH:25]4)=[N:21][C:20]=3[C:27]3[CH:32]=[CH:31][C:30]([F:33])=[CH:29][CH:28]=3)[CH:17]=[CH:18][C:13]2=[N:12][N:11]=1 |f:1.2,3.4|. Reported procedure: To a suspension of 4-fluoro-3-{6-[6-(4-fluorophenyl)-imidazo[2,1-b]oxazol-5-yl]-[1,2,4]triazolo[4,3-a]pyridin-3-yl}-benzonitrile (0.15 g, 0.34 mmol; Example #K.1.19) in water (1 mL) and then was added NH4OH (28-30% in water, 2.0 mL, 51 mmol) and 1M NaOH (1 mL, 1.0 mmol). The reaction mixture was stirred at about 65° C. for about 8 h. Ammonia (0.5 M in 1,4-dioxane, 10 mL) was added and the reaction mixture was stirred about 72 h at about 65° C. The organic solvent was removed under reduced pressu... Reactants: SC1=NC(=NN1)CCC(=O)OCC (ethyl 3-(5-mercapto-1H-1,2,4-triazol-3-yl)propionate), ClCC1=CC=C(OCC=2N=C(OC2C)C2=CC=CC=C2)C=C1 (4-(4-chloromethylphenoxymethyl)-5-methyl-2-phenyloxazole), C([O-])([O-])=O.[K+].[K+] (potassium carbonate), CN(C=O)C (N,N-dimethylformamide). Solvent: O (water). Reaction conditions: time 2 hour. Product: CC1=C(N=C(O1)C1=CC=CC=C1)COC1=CC=C(CSC2=NC(=NN2)CCC(=O)OCC)C=C1 (ethyl 3-[5-[4-(5-methyl-2-phenyl-4-oxazolylmethoxy)benzylthio]-1H-1,2,4-triazol-3-yl]propionate), crystals. Yield: 56.0%. RXN SMILES: [SH:1][C:2]1[NH:6][N:5]=[C:4]([CH2:7][CH2:8][C:9]([O:11][CH2:12][CH3:13])=[O:10])[N:3]=1.Cl[CH2:15][C:16]1[CH:35]=[CH:34][C:19]([O:20][CH2:21][C:22]2[N:23]=[C:24]([C:28]3[CH:33]=[CH:32][CH:31]=[CH:30][CH:29]=3)[O:25][C:26]=2[CH3:27])=[CH:18][CH:17]=1.C(=O)([O-])[O-].[K+].[K+].CN(C)C=O>O>[CH3:27][C:26]1[O:25][C:24]([C:28]2[CH:29]=[CH:30][CH:31]=[CH:32][CH:33]=2)=[N:23][C:22]=1[CH2:21][O:20][C:19]1[CH:18]=[CH:17][C:16]([CH2:15][S:1][C:2]2[NH:6][N:5]=[C:4]([CH2:7][CH2:8][C:9]([O:11][CH2:12][CH3:13])=[O:10])[N:3]=2)=[CH:35][CH:34]=1 |f:2.3.4|. Procedure details: A mixture of ethyl 3-(5-mercapto-1H-1,2,4-triazol-3-yl)propionate (450 mg), 4-(4-chloromethylphenoxymethyl)-5-methyl-2-phenyloxazole (700 mg), potassium carbonate (370 mg) and N,N-dimethylformamide (20 ml) was stirred at room temperature for 2 hrs. The reaction mixture was poured into water and the mixture was extracted with ethyl acetate. The ethyl acetate layer was washed with water, dried (MgSO4) and concentrated. The residue was subjected to silica gel column chromatography, and ethyl 3-[5-[... Starting materials: O=C([O-])[O-], CN1C(=O)CCC2(C)c3ccc(S)cc3CCC12, CN(C)C=O, CCOC(C)=O, Cc1ccc(C)c2sc(Cl)nc12, [K+], [K+]. Yields the product Cc1ccc(C)c2sc(Sc3ccc4c(c3)CCC3N(C)C(=O)CCC43C)nc12. Reaction SMILES: [C:19](=[O:20])([O-:21])[O-:22].[CH3:1][N:2]1[C:3](=[O:18])[CH2:4][CH2:5][C:6]2([CH3:17])[c:7]3[c:8]([cH:12][c:13]([SH:16])[cH:14][cH:15]3)[CH2:9][CH2:10][CH:11]12.[CH3:37][N:38]([CH3:39])[CH:40]=[O:41].[CH3:42][CH2:43][O:44][C:45](=[O:46])[CH3:47].[Cl:25][c:26]1[s:27][c:28]2[c:29]([n:30]1)[c:31]([CH3:36])[cH:32][cH:33][c:34]2[CH3:35].[K+:23].[K+:24]>>[CH3:1][N:2]1[C:3](=[O:18])[CH2:4][CH2:5][C:6]2([CH3:17])[c:7]3[c:8]([cH:12][c:13]([S:16][c:26]4[s:27][c:28]5[c:29]([n:30]4)[c:31]([CH3:36])[cH:32][cH:33][c:34]5[CH3:35])[cH:14][cH:15]3)[CH2:9][CH2:10][CH:11]12. Starting materials: C(CCC)[Sn](C1=CN2C(S1)=CN=C2)(CCCC)CCCC (2-(tri-n-butylstannyl)imidazo[5,1-b]thiazole), O[C@H](C)[C@@H]1[C@@H]2N([C@H](C(C2)=O)C(=O)OCC2=CC=C(C=C2)[N+](=O)[O-])C1=O (4-nitrobenzyl (3R,5R,6S)-6-((1R)-1-hydroxyethyl)-2-oxo-1-carbapenam-3-carboxylate), C(C)(C)N(C(C)C)CC (N,N-diisopropylethylamine), FC(S(=O)(=O)O)(F)F (trifluoro-methanesulfonic acid), O1C(=CC=C1)P(C=1OC=CC1)C=1OC=CC1 (tri-2-furylphosphine). Reagents/catalysts: [Cl-].[Zn+2].[Cl-] (zinc chloride), C=1C=CC(=CC1)/C=C/C(=O)/C=C/C2=CC=CC=C2.C=1C=CC(=CC1)/C=C/C(=O)/C=C/C2=CC=CC=C2.C=1C=CC(=CC1)/C=C/C(=O)/C=C/C2=CC=CC=C2.[Pd].[Pd] (tris(dibenzylideneacetone)dipalladium). Solvent: C(C)(=O)OCC (ethyl acetate), O (water), CN1C(CCC1)=O (N-methylpyrrolidinone), C(C)#N (acetonitrile), CN1C(CCC1)=O (N-methylpyrrolidinone), C(C)(=O)OCC (ethyl acetate). Conditions: time 30 minute. The product is O[C@H](C)[C@@H]1[C@@H]2N(C(=C(C2)C2=CN3C(S2)=CN=C3)C(=O)OCC3=CC=C(C=C3)[N+](=O)[O-])C1=O (4-nitrobenzyl (5R,6S)-6-((1R)-1-hydroxyethyl)-2-(imidazo[5,1-b]thiazol-2-yl)-1-carbapen-2-em-3-carboxylate). The yield is 19.8%. RXN SMILES: [OH:1][C@@H:2]([C@H:4]1[C:24](=[O:25])[N:6]2[C@@H:7]([C:11]([O:13][CH2:14][C:15]3[CH:20]=[CH:19][C:18]([N+:21]([O-:23])=[O:22])=[CH:17][CH:16]=3)=[O:12])[C:8](=O)[CH2:9][C@H:5]12)[CH3:3].C(N(CC)C(C)C)(C)C.FC(F)(F)S(O)(=O)=O.O1C=CC=C1P(C1OC=CC=1)C1OC=CC=1.C([Sn](CCCC)(CCCC)[C:64]1[S:68][C:67]2=[CH:69][N:70]=[CH:71][N:66]2[CH:65]=1)CCC>C(#N)C.C(OCC)(=O)C.CN1CCCC1=O.O.[Cl-].[Zn+2].[Cl-].C1C=CC(/C=C/C(/C=C/C2C=CC=CC=2)=O)=CC=1.C1C=CC(/C=C/C(/C=C/C2C=CC=CC=2)=O)=CC=1.C1C=CC(/C=C/C(/C=C/C2C=CC=CC=2)=O)=CC=1.[Pd].[Pd]>[OH:1][C@@H:2]([C@H:4]1[C:24](=[O:25])[N:6]2[C:7]([C:11]([O:13][CH2:14][C:15]3[CH:16]=[CH:17][C:18]([N+:21]([O-:23])=[O:22])=[CH:19][CH:20]=3)=[O:12])=[C:8]([C:64]3[S:68][C:67]4=[CH:69][N:70]=[CH:71][N:66]4[CH:65]=3)[CH2:9][C@H:5]12)[CH3:3] |f:9.10.11,12.13.14.15.16|. Procedure details: To ice-cooled solution of 149 mg of 4-nitrobenzyl (3R,5R,6S)-6-((1R)-1-hydroxyethyl)-2-oxo-1-carbapenam-3-carboxylate in 4 ml of dry acetonitrile was added dropwise 0.187 ml of N,N-diisopropylethylamine, followed by 0.071 ml of anhydrous trifluoro-methanesulfonic acid under the atmosphere of argon. The solution was stirred at the same temperature for 30 minutes, diluted with ethyl acetate, and washed sequentially with a mixed solvent of semi-saturated aqueous saline and saturated aqueous sodium ... The reactants are N1N=CC=2C1=NC=CC2NC(C2=CC=C(C=C2)CNC(=O)OCC2=CC=CC=C2)=O (N-(1H-pyrazolo[3,4-b]pyridin-4-yl)-4-benzyloxycarbonylaminomethylbenzamide), Cl.CO (hydrochloric acid methanol), [H][H] (hydrogen). Reagents/catalysts: [C+4].[OH-].[Pd+2].[OH-].[OH-].[OH-].[OH-].[OH-] (Palladium hydroxide carbon). The solvent is CO (methanol). The product is Cl.Cl.N1N=CC=2C1=NC=CC2NC(C2=CC=C(C=C2)CN)=O (N-(1H-pyrazolo[3,4-b]pyridin-4-yl)-4-aminomethylbenzamide dihydrochloride). As a reaction SMILES: [NH:1]1[C:5]2=[N:6][CH:7]=[CH:8][C:9]([NH:10][C:11](=[O:30])[C:12]3[CH:17]=[CH:16][C:15]([CH2:18][NH:19]C(OCC4C=CC=CC=4)=O)=[CH:14][CH:13]=3)=[C:4]2[CH:3]=[N:2]1.[ClH:31].CO.[H][H]>[C+4].[OH-].[Pd+2].[OH-].[OH-].[OH-].[OH-].[OH-].CO>[ClH:31].[ClH:31].[NH:1]1[C:5]2=[N:6][CH:7]=[CH:8][C:9]([NH:10][C:11](=[O:30])[C:12]3[CH:17]=[CH:16][C:15]([CH2:18][NH2:19])=[CH:14][CH:13]=3)=[C:4]2[CH:3]=[N:2]1 |f:1.2,4.5.6.7.8.9.10.11,13.14.15|. Reported procedure: 10% Palladium hydroxide carbon (250 mg) was added to a mixture of N-(1H-pyrazolo[3,4-b]pyridin-4-yl)-4-benzyloxycarbonylaminomethylbenzamide (540 mg), 15% hydrochloric acid-methanol (3 ml) and methanol (10 ml), and the mixture was stirred in a stream of hydrogen at 40° C. for 2 hours. After the reaction, the catalyst was removed by filtration, and the mixture was concentrated under reduced pressure. The obtained crystals were recrystallized from ethanol-ethyl acetate to give 330 mg of N-(1H-pyra... Starting materials: C(C1=CC=CC=C1)=O (benzaldehyde), N[C@@H](C(C)(C)S)C(=O)O (penicillamine). The solvent is C(C)O (ethanol), O (water). Run at time 15 minute. The product is CC1(C(NC(S1)C1=CC=CC=C1)C(=O)O)C (5,5-Dimethyl-2-Phenyl-4-Thiazolidine Carboxylic Acid). As a reaction SMILES: [CH:1](=O)[C:2]1[CH:7]=[CH:6][CH:5]=[CH:4][CH:3]=1.[NH2:9][C@H:10]([C:15]([OH:17])=[O:16])[C:11]([SH:14])([CH3:13])[CH3:12]>C(O)C.O>[CH3:12][C:11]1([CH3:13])[S:14][CH:1]([C:2]2[CH:7]=[CH:6][CH:5]=[CH:4][CH:3]=2)[NH:9][CH:10]1[C:15]([OH:17])=[O:16]. Reported procedure: One mole of benzaldehyde was dissolved in 100 cc of 90% ethanol with continuous stirring. One mole of penicillamine was dissolved in water with continuous stirring. The two solutions were then mixed together while stirring was continued. The solution was left to stand at room temperature. Within 15 minutes, a white precipitate occurred. The white precipitate was washed with distilled water through sintered glass. The washed precipitate was then dryed at 100° C. to obtain crystals. The reactants are O=C([O-])[O-], COc1cc(O)ccc1SC, O=C(NC1CCC(O)CC1)c1cc(F)cnc1Cl, [Cs+], [Cs+], CN(C)C=O. The product is COc1cc(Oc2ncc(F)cc2C(=O)NC2CCC(O)CC2)ccc1SC. Reaction SMILES: [C:30](=[O:31])([O-:32])[O-:33].[CH3:19][S:20][c:21]1[c:22]([O:28][CH3:29])[cH:23][c:24]([OH:27])[cH:25][cH:26]1.[Cl:1][c:2]1[c:3]([C:4](=[O:5])[NH:6][CH:7]2[CH2:8][CH2:9][CH:10]([OH:13])[CH2:11][CH2:12]2)[cH:14][c:15]([F:18])[cH:16][n:17]1.[Cs+:34].[Cs+:35].[O:36]=[CH:37][N:38]([CH3:39])[CH3:40]>>[c:2]1([O:27][c:24]2[cH:23][c:22]([O:28][CH3:29])[c:21]([S:20][CH3:19])[cH:26][cH:25]2)[c:3]([C:4](=[O:5])[NH:6][CH:7]2[CH2:8][CH2:9][CH:10]([OH:13])[CH2:11][CH2:12]2)[cH:14][c:15]([F:18])[cH:16][n:17]1. The reactants are C(#N)C=1C=C(C(=NC1C=O)N1CCCCC1)C(=O)OCC (5-cyano-6-formyl-2-piperidinyl-3-pyridine-carboxylic acid, ethyl ester), O.NN (hydrazine hydrate). The solvent is CO (methanol). Yields the product C(#N)C1=C(C(=C(NC1=C)N1CCCCC1)C(=O)OCC)NN (5-Cyano-6-methylidene-hydrazino-2-piperidinyl-3-pyridine-carboxylic acid, ethyl ester). RXN SMILES: [C:1]([C:3]1[CH:4]=[C:5]([C:17]([O:19][CH2:20][CH3:21])=[O:18])[C:6]([N:11]2[CH2:16][CH2:15][CH2:14][CH2:13][CH2:12]2)=[N:7][C:8]=1[CH:9]=O)#[N:2].O.[NH2:23][NH2:24]>CO>[C:1]([C:3]1[C:8](=[CH2:9])[NH:7][C:6]([N:11]2[CH2:16][CH2:15][CH2:14][CH2:13][CH2:12]2)=[C:5]([C:17]([O:19][CH2:20][CH3:21])=[O:18])[C:4]=1[NH:23][NH2:24])#[N:2] |f:1.2|. Reported procedure: 28.7 g of 5-cyano-6-formyl-2-piperidinyl-3-pyridine-carboxylic acid, ethyl ester (0.1 mol) are dissolved in 100 ml of methanol. 5.5 g of hydrazine hydrate are added and the solution is stirred at room temperature over night. The title compound is filtered off and recrystallized from methanol. Yield 20.5 g (68%); m.p. 168°-170° C. The reactants are FC(OC1=C(C=C(C=O)C=C1)OC)F (4-difluoromethoxy-3-methoxybenzaldehyde), S(N)(O)(=O)=O (sulphamic acid), C(C)(=O)O (acetic acid), ice water, Cl(=O)[O-].[Na+] (sodium chlorite). Solvent: O (water), O (water). Run at time 1 hour. Yields the product FC(OC1=C(C=C(C(=O)O)C=C1)OC)F (4-Difluoromethoxy-3-methoxybenzoic acid). Reaction SMILES: Cl([O-])=O.[Na+].[F:5][CH:6]([F:18])[O:7][C:8]1[CH:15]=[CH:14][C:11]([CH:12]=[O:13])=[CH:10][C:9]=1[O:16][CH3:17].S(=O)(=O)([OH:21])N.C(O)(=O)C>O>[F:5][CH:6]([F:18])[O:7][C:8]1[CH:15]=[CH:14][C:11]([C:12]([OH:21])=[O:13])=[CH:10][C:9]=1[O:16][CH3:17] |f:0.1|. Procedure: A solution of 7.3 g of 80% strength sodium chlorite in 15 ml of water is added dropwise with continuous stirring to a mixture of 10.0 g of 4-difluoromethoxy-3-methoxybenzaldehyde, 6.5 g of sulphamic acid and 50 ml of glacial acetic acid. The internal temperature is kept between 30° and 35° C. by cooling with ice water. After dropwise addition is complete, the mixture is stirred for a further 1 h and then diluted with water. The precipitated 4-difluoromethoxy-3-methoxybenzoic acid is filtered off...